Dataset: the Open Reaction Database (ORD), a public repository of structured organic reaction records. Task: describe an organic reaction: reactants, conditions, products, and yield The reactants are ClC1=NC2=C(C=CC=C2C=N1)OC (2-Chloro-8-methoxyquinazoline), [Br-].S1C(=NC=C1)[Zn+] (thiazol-2-ylzinc(II) bromide), N#N (N2). The reagents and catalysts are C1=CC=C(C=C1)P([C-]2C=CC=C2)C3=CC=CC=C3.C1=CC=C(C=C1)P([C-]2C=CC=C2)C3=CC=CC=C3.Cl[Pd]Cl.[Fe+2].C(Cl)Cl (Pd(dppf)Cl2 DCM). Reaction conditions: temperature 50 celsius, time 1 hour. Yields the product COC=1C=CC=C2C=NC(=NC12)C=1SC=CN1 (2-(8-methoxyquinazolin-2-yl)thiazole). The yield is 20.0%. RXN SMILES: Cl[C:2]1[N:11]=[CH:10][C:9]2[C:4](=[C:5]([O:12][CH3:13])[CH:6]=[CH:7][CH:8]=2)[N:3]=1.[Br-].[S:15]1[CH:19]=[CH:18][N:17]=[C:16]1[Zn+].N#N>C1C=CC(P(C2C=CC=CC=2)[C-]2C=CC=C2)=CC=1.C1C=CC(P(C2C=CC=CC=2)[C-]2C=CC=C2)=CC=1.Cl[Pd]Cl.[Fe+2].C(Cl)Cl>[CH3:13][O:12][C:5]1[CH:6]=[CH:7][CH:8]=[C:9]2[C:4]=1[N:3]=[C:2]([C:16]1[S:15][CH:19]=[CH:18][N:17]=1)[N:11]=[CH:10]2 |f:1.2,4.5.6.7.8|. Procedure details: 2-Chloro-8-methoxyquinazoline (1.0 eq), and thiazol-2-ylzinc(II) bromide (1M in THF, 3 eq) was degassed by anhydrous N2 stream for 5 min followed by the addition of Pd(dppf)Cl2-DCM (0.1 eq). The reaction mixture was stirred at 50° C. for 1 hour. Solvents were removed under reduced pressure. The crude product was purified by column (10% methanol in ethyl acetate:hexanes=1:1) to give 2-(8-methoxyquinazolin-2-yl)thiazole (20%). LC/MS (m/z): 243.9 (MH+), Rt=0.68. Reactants: C1(=CC=CC=C1)CC(=O)N[C@@H](CC(=O)O)C(=O)O (N-phenylacetyl aspartic acid). The solvent is CC(=O)OCC1=C2C=CC=CC2=C(C3=CC=CC=C31)COC(=O)C (acetic). Yields the product C1(=CC=CC=C1)CC(=O)N[C@H]1CC(=O)OC1=O (N-phenylacetyl aspartic anhydride). Isolated yield 96.7%. Reaction SMILES: [C:1]1([CH2:7][C:8]([NH:10][C@H:11]([C:16]([OH:18])=[O:17])[CH2:12][C:13]([OH:15])=O)=[O:9])[CH:6]=[CH:5][CH:4]=[CH:3][CH:2]=1>CC(OCC1C2C(=CC=CC=2)C(COC(C)=O)=C2C=1C=CC=C2)=O>[C:1]1([CH2:7][C:8]([NH:10][C@@H:11]2[C:16](=[O:17])[O:18][C:13](=[O:15])[CH2:12]2)=[O:9])[CH:2]=[CH:3][CH:4]=[CH:5][CH:6]=1. Procedure: After cooling to 0°-5° C. and filtration the reaction mixture was dried to obtain N-phenyl acetylaspartic acid (120 g), 99.77% titer. 78 g of N-phenylacetyl aspartic acid were suspended in 80 ml of acetic anidride. The mixture was heated to 80° for 2 hours. 70 g of N-phenylacetyl aspartic anhydride were obtained after cooling and insolubilization with a solvent. 52 g of N-phenylacetyl aspartic anhydride suspended in 52 ml of glacial acetic acid and 100 ml of dichloroethane cooled to 10° C. were ... Starting materials: COc1cc2nccc(Oc3ccc4c(N)cccc4c3)c2cc1OC, ClC(Cl)Cl, ClCCl, O=C(Cl)c1ccccc1F, [Na+], O=C([O-])O, O. Product: COc1cc2nccc(Oc3ccc4c(NC(=O)c5ccccc5F)cccc4c3)c2cc1OC. As a reaction SMILES: [CH3:1][O:2][c:3]1[cH:4][c:5]2[c:6]([O:15][c:16]3[cH:17][c:18]4[cH:19][cH:20][cH:21][c:22]([NH2:26])[c:23]4[cH:24][cH:25]3)[cH:7][cH:8][n:9][c:10]2[cH:11][c:12]1[O:13][CH3:14].[Cl:42][CH:43]([Cl:44])[Cl:45].[Cl:46][CH2:47][Cl:48].[F:32][c:33]1[c:34]([C:35](=[O:36])[Cl:37])[cH:38][cH:39][cH:40][cH:41]1.[Na+:31].[O-:27][C:28]([OH:29])=[O:30].[OH2:49]>>[CH3:1][O:2][c:3]1[cH:4][c:5]2[c:6]([O:15][c:16]3[cH:17][c:18]4[cH:19][cH:20][cH:21][c:22]([NH:26][C:35]([c:34]5[c:33]([F:32])[cH:41][cH:40][cH:39][cH:38]5)=[O:36])[c:23]4[cH:24][cH:25]3)[cH:7][cH:8][n:9][c:10]2[cH:11][c:12]1[O:13][CH3:14].